From a dataset of the Open Reaction Database (ORD), a public repository of structured organic reaction records. describe an organic reaction: reactants, conditions, products, and yield Reaction SMILES: [CH3:28][N:29]1[CH2:30][CH2:31][N:32]([NH2:35])[CH2:33][CH2:34]1.[CH3:36][CH2:37][OH:38].[F:1][C:2]([c:3]1[cH:4][cH:5][c:6]([CH:9]2[CH2:10][C:11](=[O:25])[c:12]3[c:13](=[O:24])[c:14]4[cH:15][c:16]([Cl:23])[cH:17][cH:18][c:19]4[nH:20][c:21]3[CH2:22]2)[cH:7][cH:8]1)([F:26])[F:27]>>[F:1][C:2]([c:3]1[cH:4][cH:5][c:6]([CH:9]2[CH2:10][C:11](=[N:35][N:32]3[CH2:31][CH2:30][N:29]([CH3:28])[CH2:34][CH2:33]3)[c:12]3[c:13](=[O:24])[c:14]4[cH:15][c:16]([Cl:23])[cH:17][cH:18][c:19]4[nH:20][c:21]3[CH2:22]2)[cH:7][cH:8]1)([F:26])[F:27]. The product is CN1CCN(N=C2CC(c3ccc(C(F)(F)F)cc3)Cc3[nH]c4ccc(Cl)cc4c(=O)c32)CC1. Reactants: CN1CCN(N)CC1, CCO, O=C1CC(c2ccc(C(F)(F)F)cc2)Cc2[nH]c3ccc(Cl)cc3c(=O)c21. Reactants: Cl.NC1=C(C=C(C=N1)/C=C/C(=O)O)CN1CCOCC1 ((E)-3-(6-amino-5-morpholin-4-ylmethyl-pyridin-3-yl)acrylic acid hydrochloride), CNCC1=C(C2=CC=CC=C2C=C1)CCC (methyl-(1-propyl-naphthalen-2-ylmethyl)amine), amide, Cl.CN1CC(NC2=C(C1)C=C(C=N2)/C=C/C(=O)O)=O ((E)-3-(4-methyl-2-oxo-2,3,4,5-tetrahydro-1H-pyrido[2,3-e][1,4]diazepin-7-yl)acrylic acid hydrochloride), CC1=C(SC=2SC=C(C21)C)CNC ((3,4-dimethyl-thieno[2,3-b]thiophen-2-ylmethyl)methylamine). The product is Cl.NC1=C(C=C(C=N1)/C=C/C(=O)N(C)CC1=C(C2=C(SC=C2C)S1)C)CN1CCOCC1 ((E)-3-(6-Amino-5-morpholin-4-ylmethyl-pyridin-3-yl)-N-(3,4-dimethyl-thieno[2,3-b]thiophen-2-ylmethyl)-N-methyl-acrylamide hydrochloride). As a reaction SMILES: [ClH:1].[NH2:2][C:3]1[N:8]=[CH:7][C:6](/[CH:9]=[CH:10]/[C:11]([OH:13])=O)=[CH:5][C:4]=1[CH2:14][N:15]1[CH2:20][CH2:19][O:18][CH2:17][CH2:16]1.Cl.CN1CC2C=C(/C=C/C(O)=O)C=NC=2NC(=O)C1.[CH3:40][C:41]1[C:48]2[C:47]([CH3:49])=[CH:46][S:45][C:44]=2[S:43][C:42]=1[CH2:50][NH:51][CH3:52].CNCC1C=CC2C(=CC=CC=2)C=1CCC>>[ClH:1].[NH2:2][C:3]1[N:8]=[CH:7][C:6](/[CH:9]=[CH:10]/[C:11]([N:51]([CH2:50][C:42]2[S:43][C:44]3[S:45][CH:46]=[C:47]([CH3:49])[C:48]=3[C:41]=2[CH3:40])[CH3:52])=[O:13])=[CH:5][C:4]=1[CH2:14][N:15]1[CH2:20][CH2:19][O:18][CH2:17][CH2:16]1 |f:0.1,2.3,6.7|. Reported procedure: According the procedure of Example 1, except substituting (E)-3-(6-amino-5-morpholin-4-ylmethyl-pyridin-3-yl)acrylic acid hydrochloride for the (E)-3-(4-methyl-2-oxo-2,3,4,5-tetrahydro-1H-pyrido[2,3-e][1,4]diazepin-7-yl)acrylic acid hydrochloride, and substituting (3,4-dimethyl-thieno[2,3-b]thiophen-2-ylmethyl)methylamine for the methyl-(1-propyl-naphthalen-2-ylmethyl)amine, the title compound was prepared (70 mg, 13%) as a light, yellow powder and as a mixture of amide rotamers: 1H NMR (300 MHz...